From a dataset of the Open Reaction Database (ORD), a public repository of structured organic reaction records. describe an organic reaction: reactants, conditions, products, and yield The reactants are FC(C(=O)[O-])(F)F.[NH3+]CC=1N=NN(C1)C[C@H]1N(C([C@H]1NC(\C(\C=1N=C(SC1)N)=N/OC(C(=O)O)(C)C)=O)=O)S(=O)(=O)O (2-(((Z)-(2-(((2R,3S)-2-((4-(ammoniomethyl)-1H-1,2,3-triazol-1-yl)methyl)-4-oxo-1-sulfoazetidin-3-yl)amino)-1-(2-aminothiazol-4-yl)-2-oxoethylidene)amino)oxy)-2-methylpropanoic acid trifluoroacetate), CCN(C(C)C)C(C)C (DIPEA), C(Cl)Cl (DCM), C(=O)(OC(C)(C)C)N(C(=N)N1N=CC=C1)C(=O)OC(C)(C)C (N,N-di-Boc-1H-pyrazole-1-carboxamidine). Reaction conditions: time 8 hour. The product is NC=1SC=C(N1)/C(/C(=O)N[C@H]1[C@H](N(C1=O)S(=O)(=O)O)CN1N=NC(=C1)CNC(=NC(=O)OC(C)(C)C)NC(=O)OC(C)(C)C)=N/OC(C(=O)O)(C)C (2-(((Z)-(1-(2-aminothiazol-4-yl)-2-(((2R,3S)-2-((4-((2,3-bis(tert-butoxycarbonyl)guanidino)methyl)-1H-1,2,3-triazol-1-yl)methyl)-4-oxo-1-sulfoazetidin-3-yl)amino)-2-oxoethylidene)amino)oxy)-2-methylpropanoic acid). Reaction SMILES: FC(F)(F)[C:3]([O-:5])=[O:4].[NH3+:8][CH2:9][C:10]1[N:11]=[N:12][N:13]([CH2:15][C@@H:16]2[C@H:19]([NH:20][C:21](=[O:37])/[C:22](=[N:29]\[O:30][C:31]([CH3:36])([CH3:35])[C:32]([OH:34])=[O:33])/[C:23]3[N:24]=[C:25]([NH2:28])[S:26][CH:27]=3)[C:18](=[O:38])[N:17]2[S:39]([OH:42])(=[O:41])=[O:40])[CH:14]=1.CCN([CH:49]([CH3:51])[CH3:50])C(C)C.[C:52]([N:59](C(OC(C)(C)C)=O)[C:60](N1C=CC=N1)=[NH:61])([O:54][C:55]([CH3:58])([CH3:57])[CH3:56])=[O:53].[CH2:74](Cl)Cl>>[NH2:28][C:25]1[S:26][CH:27]=[C:23](/[C:22](=[N:29]/[O:30][C:31]([CH3:36])([CH3:35])[C:32]([OH:34])=[O:33])/[C:21]([NH:20][C@@H:19]2[C:18](=[O:38])[N:17]([S:39]([OH:42])(=[O:41])=[O:40])[C@@H:16]2[CH2:15][N:13]2[CH:14]=[C:10]([CH2:9][NH:8][C:60]([NH:59][C:52]([O:54][C:55]([CH3:58])([CH3:57])[CH3:56])=[O:53])=[N:61][C:3]([O:5][C:49]([CH3:51])([CH3:74])[CH3:50])=[O:4])[N:11]=[N:12]2)=[O:37])[N:24]=1 |f:0.1|. Procedure: To a solution of 2-(((Z)-(2-(((2R,3S)-2-((4-(ammoniomethyl)-1H-1,2,3-triazol-1-yl)methyl)-4-oxo-1-sulfoazetidin-3-yl)amino)-1-(2-aminothiazol-4-yl)-2-oxoethylidene)amino)oxy)-2-methylpropanoic acid trifluoroacetate (150 mg, 0.122 mmol) In DCM (10 mL) was added DIPEA (100 μL, 0.610 mmol) followed N,N-di-Boc-1H-pyrazole-1-carboxamidine (42 mg, 0.134 mmol). The solution was stirred at RT overnight whereupon it was concentrated in vacuo, water was added and it was lyophilized for 72 h to afford crud... The product is CCOC(=O)CCC(=O)NS(=O)(=O)c1ccc(Nc2nc(N)n(C(=O)c3c(F)cccc3F)n2)cc1. Starting materials: C1CCOC1, CC(C)(C)[O-], CCOC(=O)CCC(=O)Cl, [K+], Nc1nc(Nc2ccc(S(N)(=O)=O)cc2)nn1C(=O)c1c(F)cccc1F. RXN SMILES: [CH2:44]1[O:45][CH2:46][CH2:47][CH2:48]1.[CH3:28][C:29]([CH3:30])([O-:31])[CH3:32].[Cl:34][C:35]([CH2:36][CH2:37][C:38](=[O:39])[O:40][CH2:41][CH3:42])=[O:43].[K+:33].[NH2:1][c:2]1[n:3][c:4]([NH:17][c:18]2[cH:19][cH:20][c:21]([S:24](=[O:25])(=[O:26])[NH2:27])[cH:22][cH:23]2)[n:5][n:6]1[C:7]([c:8]1[c:9]([F:15])[cH:10][cH:11][cH:12][c:13]1[F:14])=[O:16]>>[NH2:1][c:2]1[n:3][c:4]([NH:17][c:18]2[cH:19][cH:20][c:21]([S:24](=[O:25])(=[O:26])[NH:27][C:35]([CH2:36][CH2:37][C:38](=[O:39])[O:40][CH2:41][CH3:42])=[O:43])[cH:22][cH:23]2)[n:5][n:6]1[C:7]([c:8]1[c:9]([F:15])[cH:10][cH:11][cH:12][c:13]1[F:14])=[O:16].